This data is from the Open Reaction Database (ORD), a public repository of structured organic reaction records. The task is: describe an organic reaction: reactants, conditions, products, and yield Yields the product C(C)(=O)NC=1C=C2N([C@H](CN(C2=CC1C=1C=NN(C1)CC(C)(C)O)C(=O)OC(C)C)C)C(C)=O (isopropyl (S)-6-acetamido-4-acetyl-7-(1-(2-hydroxy-2-methylpropyl)-1H-pyrazol-4-yl)-3-methyl-3,4-dihydroquinoxaline-1(2H)-carboxylate). Solvent: O1CCOCC1 (1,4-dioxane), O (water). Reagents/catalysts: C=1C=CC(=CC1)/C=C/C(=O)/C=C/C2=CC=CC=C2.C=1C=CC(=CC1)/C=C/C(=O)/C=C/C2=CC=CC=C2.C=1C=CC(=CC1)/C=C/C(=O)/C=C/C2=CC=CC=C2.[Pd].[Pd] (tris(dibenzylideneacetone)dipalladium). RXN SMILES: [C:1]([NH:4][C:5]1[CH:6]=[C:7]2[C:12](=[CH:13][C:14]=1Br)[N:11]([C:16]([O:18][CH:19]([CH3:21])[CH3:20])=[O:17])[CH2:10][C@H:9]([CH3:22])[N:8]2[C:23](=[O:25])[CH3:24])(=[O:3])[CH3:2].[CH3:26][C:27]([OH:44])([CH3:43])[CH2:28][N:29]1[CH:33]=[C:32](B2OC(C)(C)C(C)(C)O2)[CH:31]=[N:30]1.C(=O)([O-])[O-].[Cs+].[Cs+].CC(C1C=C(C(C)C)C(C2C=CC=CC=2P(C2CCCCC2)C2CCCCC2)=C(C(C)C)C=1)C>O1CCOCC1.O.C1C=CC(/C=C/C(/C=C/C2C=CC=CC=2)=O)=CC=1.C1C=CC(/C=C/C(/C=C/C2C=CC=CC=2)=O)=CC=1.C1C=CC(/C=C/C(/C=C/C2C=CC=CC=2)=O)=CC=1.[Pd].[Pd]>[C:1]([NH:4][C:5]1[CH:6]=[C:7]2[C:12](=[CH:13][C:14]=1[C:32]1[CH:31]=[N:30][N:29]([CH2:28][C:27]([OH:44])([CH3:43])[CH3:26])[CH:33]=1)[N:11]([C:16]([O:18][CH:19]([CH3:21])[CH3:20])=[O:17])[CH2:10][C@H:9]([CH3:22])[N:8]2[C:23](=[O:25])[CH3:24])(=[O:3])[CH3:2] |f:2.3.4,8.9.10.11.12|. Starting materials: C(C)(=O)NC=1C=C2N([C@H](CN(C2=CC1Br)C(=O)OC(C)C)C)C(C)=O (isopropyl (S)-6-acetamido-4-acetyl-7-bromo-3-methyl-3,4-dihydroquinoxaline-1(2H)-carboxylate), CC(CN1N=CC(=C1)B1OC(C(O1)(C)C)(C)C)(C)O (2-methyl-1-(4-(4,4,5,5-tetramethyl-1,3,2-dioxaborolan-2-yl)-1H-pyrazol-1-yl)propan-2-ol), C([O-])([O-])=O.[Cs+].[Cs+] (cesium carbonate), CC(C)C1=CC(=C(C(=C1)C(C)C)C2=C(C=CC=C2)P(C3CCCCC3)C4CCCCC4)C(C)C (XPhos). Conditions: temperature 90 celsius. Reported procedure: A mixture of isopropyl (S)-6-acetamido-4-acetyl-7-bromo-3-methyl-3,4-dihydroquinoxaline-1(2H)-carboxylate (0.011 g, 0.027 mmol), 2-methyl-1-(4-(4,4,5,5-tetramethyl-1,3,2-dioxaborolan-2-yl)-1H-pyrazol-1-yl)propan-2-ol (0.0085 g, 0.032 mmol), cesium carbonate (0.026 g, 0.080 mmol), XPhos (0.001 g, 0.003 mmol) and tris(dibenzylideneacetone)dipalladium (0.001 g, 0.002 mmol) in 1,4-dioxane (0.25 mL) and water (0.05 mL) was heated for 16 h at 90° C. The reaction was cooled to rt and concentrated. The ... Starting materials: C(=O)([O-])[O-].[Na+].[Na+] (Na2CO3), BrC1=CC=C2C(C(N(C2=C1)CC1=CC=C(C=C1)S(=O)(=O)N(C)C)=O)(CC1=CC=NC=C1)CC1=CC=NC=C1 (4-(6-Bromo-2-oxo-3,3-bis-pyridin-4-ylmethyl-2,3-dihydro-indol-1-ylmethyl)-N,N-dimethyl-benzenesulfonamide), C(=O)C1=CC=C(C=C1)B(O)O (4-formylbezeneboronic acid). The reagents and catalysts are C=1C=CC(=CC1)[P](C=2C=CC=CC2)(C=3C=CC=CC3)[Pd]([P](C=4C=CC=CC4)(C=5C=CC=CC5)C=6C=CC=CC6)([P](C=7C=CC=CC7)(C=8C=CC=CC8)C=9C=CC=CC9)[P](C=1C=CC=CC1)(C=1C=CC=CC1)C=1C=CC=CC1 (tetrakis(triphenylphosphine)palladium). The solvent is C1(=CC=CC=C1)C (toluene), CCO (EtOH), O (water). Run at temperature 100 celsius. Yields the product C(=O)C1=CC=C(C=C1)C1=CC=C2C(C(N(C2=C1)CC1=CC=C(C=C1)S(=O)(=O)N(C)C)=O)(CC1=CC=NC=C1)CC1=CC=NC=C1 (4-[6-(4-Formyl-phenyl)-2-oxo-3,3-bis-pyridin-4-ylmethyl-2,3-dihydro-indol-1-ylmethyl]-N,N-dimethyl-benzenesulfonamide). The yield is 80.9%. RXN SMILES: Br[C:2]1[CH:10]=[C:9]2[C:5]([C:6]([CH2:32][C:33]3[CH:38]=[CH:37][N:36]=[CH:35][CH:34]=3)([CH2:25][C:26]3[CH:31]=[CH:30][N:29]=[CH:28][CH:27]=3)[C:7](=[O:24])[N:8]2[CH2:11][C:12]2[CH:17]=[CH:16][C:15]([S:18]([N:21]([CH3:23])[CH3:22])(=[O:20])=[O:19])=[CH:14][CH:13]=2)=[CH:4][CH:3]=1.C([O-])([O-])=O.[Na+].[Na+].[CH:45]([C:47]1[CH:52]=[CH:51][C:50](B(O)O)=[CH:49][CH:48]=1)=[O:46]>C1(C)C=CC=CC=1.CCO.O.C1C=CC([P]([Pd]([P](C2C=CC=CC=2)(C2C=CC=CC=2)C2C=CC=CC=2)([P](C2C=CC=CC=2)(C2C=CC=CC=2)C2C=CC=CC=2)[P](C2C=CC=CC=2)(C2C=CC=CC=2)C2C=CC=CC=2)(C2C=CC=CC=2)C2C=CC=CC=2)=CC=1>[CH:45]([C:47]1[CH:52]=[CH:51][C:50]([C:2]2[CH:10]=[C:9]3[C:5]([C:6]([CH2:25][C:26]4[CH:27]=[CH:28][N:29]=[CH:30][CH:31]=4)([CH2:32][C:33]4[CH:38]=[CH:37][N:36]=[CH:35][CH:34]=4)[C:7](=[O:24])[N:8]3[CH2:11][C:12]3[CH:17]=[CH:16][C:15]([S:18]([N:21]([CH3:23])[CH3:22])(=[O:20])=[O:19])=[CH:14][CH:13]=3)=[CH:4][CH:3]=2)=[CH:49][CH:48]=1)=[O:46] |f:1.2.3,^1:70,72,91,110|. Reported procedure: 4-(6-Bromo-2-oxo-3,3-bis-pyridin-4-ylmethyl-2,3-dihydro-indol-1-ylmethyl)-N,N-dimethyl-benzenesulfonamide (306 mg, 0.517 mmol) was dissolved in a solution of 6 ml of toluene and 1 ml of EtOH under an atmosphere of dry N2. To this solution was added tetrakis(triphenylphosphine)palladium (0) (34 mg, 0.029 mmol) followed by a solution of Na2CO3 (126 mg, 1.19 mmol) dissolved in 1 ml of water and 4-formylbezeneboronic acid (116 mg, 0.776 mmol). The reaction mixture was heated to 100° C. and reacted a... Starting materials: C1(=CC=CC=C1)C1COC2=C(C1)C=CC(=C2)O (3-phenyl-7-hydroxy-3,4-dihydro-2H-1-benzopyrane), N1CCCCC1 (piperidine), ClCC1CO1 (1-chloro-2,3-epoxypropane). Product: ClCC(COC1=CC2=C(CC(CO2)C2=CC=CC=C2)C=C1)O (1-chloro-3-(3-phenyl-3,4-dihydro-2H-1-benzopyrane-7-yloxy)-2-propanol). Reaction SMILES: [C:1]1([CH:7]2[CH2:12][C:11]3[CH:13]=[CH:14][C:15]([OH:17])=[CH:16][C:10]=3[O:9][CH2:8]2)[CH:6]=[CH:5][CH:4]=[CH:3][CH:2]=1.N1CCCCC1.[Cl:24][CH2:25][CH:26]1[O:28][CH2:27]1>>[Cl:24][CH2:25][CH:26]([OH:28])[CH2:27][O:17][C:15]1[CH:14]=[CH:13][C:11]2[CH2:12][CH:7]([C:1]3[CH:6]=[CH:5][CH:4]=[CH:3][CH:2]=3)[CH2:8][O:9][C:10]=2[CH:16]=1. Procedure: 11.3 g 3-phenyl-7-hydroxy-3,4-dihydro-2H-1-benzopyrane, 0.1 cm3 piperidine and 22 cm3 1-chloro-2,3-epoxypropane were stirred at 90° C. for 9 hours. The solution was evaporated under reduced pressure, then twice 60-60 cm3 of benzene were distilled off from the residue, it was dissolved in 50 cm3 of tetrahydrofurane and into the solution hydrochloric gas was introduced for 5 minutes. The solution was evaporated after an hour's standing, and the residue was crystallized from aceton. 10 g 1-chloro-3... The reactants are ClC(CC1=CC=C(C=C1)[N+](=O)[O-])C(CCC)=O (2-chloro-1-(4-nitrophenyl)hexan-3-one), C(C)(=S)N (thioacetamide). Solvent: C(C)(=O)OCC (ethyl acetate). Yields the product CC=1SC(=C(N1)CCC)CC1=CC=C(C=C1)[N+](=O)[O-] (2-methyl-4-propyl-5-(4-nitrobenzyl)thiazole). Reaction SMILES: Cl[CH:2]([C:13](=O)[CH2:14][CH2:15][CH3:16])[CH2:3][C:4]1[CH:9]=[CH:8][C:7]([N+:10]([O-:12])=[O:11])=[CH:6][CH:5]=1.[C:18]([NH2:21])(=[S:20])[CH3:19]>C(OCC)(=O)C>[CH3:19][C:18]1[S:20][C:2]([CH2:3][C:4]2[CH:9]=[CH:8][C:7]([N+:10]([O-:12])=[O:11])=[CH:6][CH:5]=2)=[C:13]([CH2:14][CH2:15][CH3:16])[N:21]=1. Reported procedure: A mixture of 5.9 of 2-chloro-1-(4-nitrophenyl)hexan-3-one and 1.7 g of thioacetamide is heated at 90°-100° C. for 6 hours and then cooled and taken up with ethyl acetate. The precipitate formed is filtered off and washed with ethyl acetate and then with ether to give 5.6 g of 2-methyl-4-propyl-5-(4-nitrobenzyl)thiazole in the form of crystals melting at 124° C.